Dataset: the Open Reaction Database (ORD), a public repository of structured organic reaction records. Task: describe an organic reaction: reactants, conditions, products, and yield Reactants: O=C(O)c1cccc(Cl)c1, ClCCl, COc1cc(F)c(C(C)C)cc1-c1ccc(C(F)(F)F)cc1CN1C(=O)OC(c2ccncc2)C1C. The product is COc1cc(F)c(C(C)C)cc1-c1ccc(C(F)(F)F)cc1CN1C(=O)OC(c2cc[n+]([O-])cc2)C1C. Reaction SMILES: [Cl:1][c:2]1[cH:3][c:4]([C:9](=[O:6])[OH:10])[cH:5][cH:7][cH:8]1.[Cl:47][CH2:48][Cl:49].[F:11][c:12]1[cH:13][c:14]([O:45][CH3:46])[c:15](-[c:21]2[c:22]([CH2:31][N:32]3[C:33](=[O:44])[O:34][CH:35]([c:38]4[cH:39][cH:40][n:41][cH:42][cH:43]4)[CH:36]3[CH3:37])[cH:23][c:24]([C:27]([F:28])([F:29])[F:30])[cH:25][cH:26]2)[cH:16][c:17]1[CH:18]([CH3:19])[CH3:20]>>[O-:6][n+:41]1[cH:40][cH:39][c:38]([CH:35]2[O:34][C:33](=[O:44])[N:32]([CH2:31][c:22]3[c:21](-[c:15]4[c:14]([O:45][CH3:46])[cH:13][c:12]([F:11])[c:17]([CH:18]([CH3:19])[CH3:20])[cH:16]4)[cH:26][cH:25][c:24]([C:27]([F:28])([F:29])[F:30])[cH:23]3)[CH:36]2[CH3:37])[cH:43][cH:42]1. Reactants: N#CCCl, [H-], [Na+], CN(C)C=O, O, c1ccc(-c2cc3nnc(-c4ccccc4)n3nc2OCc2ncn[nH]2)cc1. The product is N#CCn1cnc(COc2nn3c(-c4ccccc4)nnc3cc2-c2ccccc2)n1. RXN SMILES: [Cl:31][CH2:32][C:33]#[N:34].[H-:29].[Na+:30].[O:36]=[CH:37][N:38]([CH3:39])[CH3:40].[OH2:35].[c:1]1(-[c:7]2[n:8][n:9][c:10]3[n:11]2[n:12][c:13]([O:22][CH2:23][c:24]2[nH:25][n:26][cH:27][n:28]2)[c:14](-[c:16]2[cH:17][cH:18][cH:19][cH:20][cH:21]2)[cH:15]3)[cH:2][cH:3][cH:4][cH:5][cH:6]1>>[c:1]1(-[c:7]2[n:8][n:9][c:10]3[n:11]2[n:12][c:13]([O:22][CH2:23][c:24]2[n:25][n:26]([CH2:32][C:33]#[N:34])[cH:27][n:28]2)[c:14](-[c:16]2[cH:17][cH:18][cH:19][cH:20][cH:21]2)[cH:15]3)[cH:2][cH:3][cH:4][cH:5][cH:6]1.